From a dataset of the Open Reaction Database (ORD), a public repository of structured organic reaction records. describe an organic reaction: reactants, conditions, products, and yield Reactants: C(C)(=O)OCC (ethyl acetate), [H-].[Na+] (sodium hydride), Triethyl phosphonoacetate, COC=1C=C2CCC(C2=CC1)=O (5-methoxy-1-indanone). Solvent: C1CCOC1 (THF), C1CCOC1 (THF). Run at temperature 0 celsius, time 17 hour. The product is COC=1C=C2CCC(C2=CC1)CC(=O)OCC (ethyl (5-methoxy-2,3-dihydro-1H-inden-1-yl)acetate). RXN SMILES: [H-].[Na+].[CH3:3][O:4][C:5]1[CH:6]=[C:7]2[C:11](=[CH:12][CH:13]=1)[C:10](=O)[CH2:9][CH2:8]2.[C:15]([O:18][CH2:19][CH3:20])(=[O:17])[CH3:16]>C1COCC1>[CH3:3][O:4][C:5]1[CH:6]=[C:7]2[C:11](=[CH:12][CH:13]=1)[CH:10]([CH2:16][C:15]([O:18][CH2:19][CH3:20])=[O:17])[CH2:9][CH2:8]2 |f:0.1|. Procedure details: An oven dried flask was charged with sodium hydride (60 wt %) (173 mg, 4.32 mmol) and THF (15 mL) and cooled to 0° C. Triethyl phosphonoacetate (0.864 mL, 4.32 mmol) was added dropwise and the reaction was then heated to 50° C. for 1 hr. The reaction was then cooled to 0° C., and 5-methoxy-1-indanone (500 mg, 3.08 mmol) was added via cannula in THF (3×5 mL). The reaction was then refluxed for 17 hours. Next, the reaction was cooled to room temperature and diluted with ethyl acetate (50 mL). The ... Reactants: OC1=C2CCC(NC2=CC=C1)=O (5-hydroxy-3,4-dihydro-carbostyril), C1(=CC=CC=C1)S(=O)(=O)CCCCBr (4-phenylsulfonyl-butyl bromide). Product: C1(=CC=CC=C1)S(=O)(=O)CCCCOC1=C2CCC(NC2=CC=C1)=O (5-(4-Phenylsulfonyl-butoxy)-3,4-dihydro-carbostyril). RXN SMILES: [OH:1][C:2]1[CH:11]=[CH:10][CH:9]=[C:8]2[C:3]=1[CH2:4][CH2:5][C:6](=[O:12])[NH:7]2.[C:13]1([S:19]([CH2:22][CH2:23][CH2:24][CH2:25]Br)(=[O:21])=[O:20])[CH:18]=[CH:17][CH:16]=[CH:15][CH:14]=1>>[C:13]1([S:19]([CH2:22][CH2:23][CH2:24][CH2:25][O:1][C:2]2[CH:11]=[CH:10][CH:9]=[C:8]3[C:3]=2[CH2:4][CH2:5][C:6](=[O:12])[NH:7]3)(=[O:21])=[O:20])[CH:18]=[CH:17][CH:16]=[CH:15][CH:14]=1. Procedure details: Prepared analogous to Example 4 from 5-hydroxy-3,4-dihydro-carbostyril and 4-phenylsulfonyl-butyl bromide.